This data is from the Open Reaction Database (ORD), a public repository of structured organic reaction records. The task is: describe an organic reaction: reactants, conditions, products, and yield The reactants are CC(C)(C)OC(=O)NC(CC(=O)N1CCn2c(C(F)(F)F)nc(C(N)=O)c2C1)Cc1cc(F)c(F)cc1F, CCOC(C)=O, Cl. Product: Cl, NC(=O)c1nc(C(F)(F)F)n2c1CN(C(=O)CC(N)Cc1cc(F)c(F)cc1F)CC2. As a reaction SMILES: [C:1]([O:2][C:3](=[O:4])[NH:7][CH:8]([CH2:9][C:10](=[O:11])[N:12]1[CH2:13][c:14]2[n:15]([c:18]([C:24]([F:25])([F:26])[F:27])[n:19][c:20]2[C:21]([NH2:22])=[O:23])[CH2:16][CH2:17]1)[CH2:28][c:29]1[c:30]([F:37])[cH:31][c:32]([F:36])[c:33]([F:35])[cH:34]1)([CH3:5])([CH3:6])[CH3:38].[CH3:40][CH2:41][O:42][C:43](=[O:44])[CH3:45].[ClH:39]>>[ClH:39].[NH2:7][CH:8]([CH2:9][C:10](=[O:11])[N:12]1[CH2:13][c:14]2[n:15]([c:18]([C:24]([F:25])([F:26])[F:27])[n:19][c:20]2[C:21]([NH2:22])=[O:23])[CH2:16][CH2:17]1)[CH2:28][c:29]1[c:30]([F:37])[cH:31][c:32]([F:36])[c:33]([F:35])[cH:34]1.